This data is from the Open Reaction Database (ORD), a public repository of structured organic reaction records. The task is: describe an organic reaction: reactants, conditions, products, and yield Solvent: CN(C)C=O (DMF). Conditions: time 5 minute. Yields the product C(C1=CC=CC=C1)OC1=CC=[N+](C2=C(C(=CC=C12)OC)C)[O-] (4-Benzyloxy-7-methoxy-8-methylquinoline N-oxide). Starting materials: O (water), [H-].[Na+] (NaH), C(C1=CC=CC=C1)O (benzylalcohol), ClC1=CC=[N+](C2=C(C(=CC=C12)OC)C)[O-] (4-Chloro-7-methoxy-8-methylquinoline N-oxide). Procedure details: NaH (973 mg, 60% in mineral oil, 24.3 mmol) was added at 0° C., under inert atmosphere, to benzylalcohol (2.96 mL, 28.6 mmol) in DMF (10 mL). After 5 min at 0° C., the solution was warmed up to room temperature. After 10 min at room temperature, 4-chloro-7-methoxy-8-methylquinoline N-oxide (61, 3.2 g, 14.3 mmol) was added in one potion. The resulting black solution was stirred at room temperature under inert atmosphere for another 30 min, then poured into ice-cooled water, and extracted 4 times ... Reaction SMILES: [H-].[Na+].[CH2:3]([OH:10])[C:4]1[CH:9]=[CH:8][CH:7]=[CH:6][CH:5]=1.Cl[C:12]1[C:21]2[C:16](=[C:17]([CH3:24])[C:18]([O:22][CH3:23])=[CH:19][CH:20]=2)[N+:15]([O-:25])=[CH:14][CH:13]=1.O>CN(C=O)C>[CH2:3]([O:10][C:12]1[C:21]2[C:16](=[C:17]([CH3:24])[C:18]([O:22][CH3:23])=[CH:19][CH:20]=2)[N+:15]([O-:25])=[CH:14][CH:13]=1)[C:4]1[CH:9]=[CH:8][CH:7]=[CH:6][CH:5]=1 |f:0.1|. Yield: 59.2%.